Dataset: the Open Reaction Database (ORD), a public repository of structured organic reaction records. Task: describe an organic reaction: reactants, conditions, products, and yield Starting materials: NC=1C=C(C=CC1NCCC)CO (3-amino-4-(propylamino)benzenemethanol), Cl.Cl.N1=CC(=CC=C1)C(OCC)=N (ethyl 3-pyridinecarboximidate dihydrochloride), C(C)(=O)[O-].[Na+] (sodium acetate). Run in C(C)O (ethanol). RXN SMILES: [NH2:1][C:2]1[CH:3]=[C:4]([CH2:12][OH:13])[CH:5]=[CH:6][C:7]=1[NH:8][CH2:9][CH2:10][CH3:11].Cl.Cl.[N:16]1[CH:21]=[CH:20][CH:19]=[C:18]([C:22](=N)OCC)[CH:17]=1.C([O-])(=O)C.[Na+]>C(O)C>[CH2:9]([N:8]1[C:7]2[CH:6]=[CH:5][C:4]([CH2:12][OH:13])=[CH:3][C:2]=2[N:1]=[C:22]1[C:18]1[CH:17]=[N:16][CH:21]=[CH:20][CH:19]=1)[CH2:10][CH3:11] |f:1.2.3,4.5|. Run at time 16 hour. Yields the product C(CC)N1C(=NC2=C1C=CC(=C2)CO)C=2C=NC=CC2 (1-propyl-2-(3-pyridinyl)-1H-benzimidazole-5-methanol). Reported procedure: (a-4) A mixture of 8 parts of 3-amino-4-(propylamino)benzenemethanol, 14.05 parts of ethyl 3-pyridinecarboximidate dihydrochloride, 9.8 parts of sodium acetate and 96 parts of ethanol was stirred for 16 hours at room temperature. The reaction mixture was evaporated. The residue was dissolved in water and treated with ammonia. The precipitated product was filtered off, washed with water and dissolved in dichloromethane. The organic layer was dried, filtered and evaporated. The residue was washed ... Yield: 84.1%.